From a dataset of the Open Reaction Database (ORD), a public repository of structured organic reaction records. describe an organic reaction: reactants, conditions, products, and yield Starting materials: C(CCC)OC(=O)NC1=CC=C(C=C1)CC(=O)N([C@H](CN1CCCC1)C1=CC(=CC=C1)[N+](=O)[O-])C (2-(N-Butyloxycarbonyl-4-aminophenyl)-N-methyl-N-[(1S)-1-(3-nitrophenyl)-2-(1-pyrrolidinyl) ethyl]acetamide), [OH-].[Na+] (NaOH), Cl (HCl). Reagents/catalysts: C1(=CC=CC=C1)OC (anisole). Run in CC(=O)O (AcOH), ice H2O. Product: NC1=CC=C(C=C1)CC(=O)N([C@H](CN1CCCC1)C1=CC(=CC=C1)[N+](=O)[O-])C (2-(4-Aminophenyl)-N-methyl-N-[(1S)-1-(3-nitrophenyl)-2-(1-pyrrolidinyl)ethyl]acetamide), Cl (HCl). As a reaction SMILES: C(OC([NH:8][C:9]1[CH:14]=[CH:13][C:12]([CH2:15][C:16]([N:18]([CH3:35])[C@@H:19]([C:26]2[CH:31]=[CH:30][CH:29]=[C:28]([N+:32]([O-:34])=[O:33])[CH:27]=2)[CH2:20][N:21]2[CH2:25][CH2:24][CH2:23][CH2:22]2)=[O:17])=[CH:11][CH:10]=1)=O)CCC.[ClH:36].[OH-].[Na+]>C1(OC)C=CC=CC=1.CC(O)=O>[NH2:8][C:9]1[CH:14]=[CH:13][C:12]([CH2:15][C:16]([N:18]([CH3:35])[C@@H:19]([C:26]2[CH:31]=[CH:30][CH:29]=[C:28]([N+:32]([O-:34])=[O:33])[CH:27]=2)[CH2:20][N:21]2[CH2:25][CH2:24][CH2:23][CH2:22]2)=[O:17])=[CH:11][CH:10]=1.[ClH:36] |f:2.3|. Reported procedure: The product from Example 59 (2.9211 g, 6.053 mmol) and anisole (2 drops) were mixed in AcOH (10 mL) and 4N HCl (10 mL) and stirred at 25° C. overnight, fitted with a drying tube. The mixture was adjusted to pH 13 with 1N NaOH with stirring in ice-H2O and then extracted with CH2Cl2 (2×70 mL). The combined organic fraction was dried (Na2SO4), filtered through celite, and evaporated. The product was gravity column chromatographed eluting with CHCl3:2% NH3 before it was converted to the HCl salt wit... The product is BrC=1C=C(C(=O)O)C=C(C1)NC1=CC=CC=C1 (3-bromo-5-(phenylamino)benzoic acid). Reagents/catalysts: C(C)(=O)[O-].[Pd+2].C(C)(=O)[O-] (palladium(II) acetate). The solvent is C1(=CC=CC=C1)C (toluene), CCOCC (ether). RXN SMILES: CC1(C)C2C(=C(P(C3C=CC=CC=3)C3C=CC=CC=3)C=CC=2)OC2C(P(C3C=CC=CC=3)C3C=CC=CC=3)=CC=CC1=2.[Br:43][C:44]1[CH:45]=[C:46]([CH:51]=[C:52](I)[CH:53]=1)[C:47]([O:49]C)=[O:48].[NH2:55][C:56]1[CH:61]=[CH:60][CH:59]=[CH:58][CH:57]=1.CC(C)([O-])C.[Na+]>C1(C)C=CC=CC=1.C([O-])(=O)C.[Pd+2].C([O-])(=O)C.CCOCC>[Br:43][C:44]1[CH:45]=[C:46]([CH:51]=[C:52]([NH:55][C:56]2[CH:61]=[CH:60][CH:59]=[CH:58][CH:57]=2)[CH:53]=1)[C:47]([OH:49])=[O:48] |f:3.4,6.7.8|. Reactants: CC(C)([O-])C.[Na+] (Sodium tert-butoxide), BrC=1C=C(C(=O)OC)C=C(C1)I (methyl 3-bromo-5-iodobenzoate), NC1=CC=CC=C1 (aniline), CC1(C2=C(C(=CC=C2)P(C3=CC=CC=C3)C4=CC=CC=C4)OC5=C(C=CC=C51)P(C6=CC=CC=C6)C7=CC=CC=C7)C (xantphos). Reaction conditions: time 5 minute. Procedure: A solution of palladium(II) acetate (1.1 mg, 0.005 mmol) and xantphos (8.9 mg, 0.015 mmol) in toluene (8 ml) was stirred at room temperature for 5 min in a sealable tube purged with nitrogen, methyl 3-bromo-5-iodobenzoate (340 mg, 1.0 mmol) and aniline (111.8 mg, 1.2 mmol) were added and let stir for 5 more min, Sodium tert-butoxide (134.6 mg, 1.4 mmol) was then added and the mixture was stirred at room temperature for 5 min before heated up to 80° C. for 3 h. The reaction mixture was cooled dow... Reactants: CCCCCl, CC(=O)O, Cl, Cl, CC(C)CC1Cc2cc(OCC(=O)O)c(Cl)c(Cl)c2C1=O, O. Yields the product CC(C)CC1(Cl)Cc2cc(OCC(=O)O)c(Cl)c(Cl)c2C1=O. Reaction SMILES: [CH2:24]([CH2:25][CH2:26][CH3:27])[Cl:28].[CH3:29][C:30](=[O:31])[OH:32].[Cl:1].[ClH:33].[O:2]=[C:3]1[CH:4]([CH2:19][CH:20]([CH3:21])[CH3:22])[CH2:5][c:6]2[cH:7][c:8]([O:14][CH2:15][C:16](=[O:17])[OH:18])[c:9]([Cl:13])[c:10]([Cl:12])[c:11]21.[OH2:23]>>[O:2]=[C:3]1[C:4]([CH2:19][CH:20]([CH3:21])[CH3:22])([Cl:28])[CH2:5][c:6]2[cH:7][c:8]([O:14][CH2:15][C:16](=[O:17])[OH:18])[c:9]([Cl:13])[c:10]([Cl:12])[c:11]21.